Dataset: the Open Reaction Database (ORD), a public repository of structured organic reaction records. Task: describe an organic reaction: reactants, conditions, products, and yield Reactants: C(C)(C)(C)OC([C@@H](NC(C(CCC)O)=O)[C@H](C(C)C)N)=O ((2S, 3S)-3-amino-2-hydroxypentanoyl-D-leucine t-butyl ester), Cl.C(C)N=C=NCCCN(C)C (1-ethyl-3-(3-dimethylaminopropyl)carbodiimide hydrochloride), C(=O)(OC(C)(C)C)N[C@@H](C(C)C)C(=O)O (Boc-L-valine), ON1N=NC2=C1C=CC=C2 (N-hydroxyl-benzotriazole). Solvent: ClCCl (dichloromethane), ClCCl (dichloromethane). Reaction conditions: time 2 hour. The product is C(C)(C)(C)OC(C(N(C(C(CCC)O)=O)C([C@@H](NC(=O)OC(C)(C)C)C(C)C)=O)C(C(C)C)N)=O (Boc-L-valyl-(2RS, 3RS)-3-amino-2 hydroxypentanoyl-D-leucine t-butyl ester). RXN SMILES: [C:1]([O:5][C:6](=[O:21])[C@H:7]([C@@H:16]([NH2:20])[CH:17]([CH3:19])[CH3:18])[NH:8][C:9](=[O:15])[CH:10]([OH:14])[CH2:11][CH2:12][CH3:13])([CH3:4])([CH3:3])[CH3:2].[C:22]([NH:29][C@H:30]([C:34](O)=[O:35])[CH:31]([CH3:33])[CH3:32])([O:24][C:25]([CH3:28])([CH3:27])[CH3:26])=[O:23].ON1C2C=CC=CC=2N=N1.Cl.C(N=C=NCCCN(C)C)C>ClCCl>[C:1]([O:5][C:6](=[O:21])[CH:7]([CH:16]([NH2:20])[CH:17]([CH3:18])[CH3:19])[N:8]([C:34](=[O:35])[C@H:30]([CH:31]([CH3:32])[CH3:33])[NH:29][C:22]([O:24][C:25]([CH3:26])([CH3:27])[CH3:28])=[O:23])[C:9](=[O:15])[CH:10]([OH:14])[CH2:11][CH2:12][CH3:13])([CH3:2])([CH3:3])[CH3:4] |f:3.4|. Procedure: The ester compound thus formed was admixed with 155.9 mg (0.718 mmol) of Boc-L-valine, 176.1 mg (1.303 mmol) of N-hydroxyl-benzotriazole and 3.5 ml of dichloromethane. The resulting reaction mixture was cooled with ice, admixed with 499.4 mg (2.605 mmol) of 1-ethyl-3-(3-dimethylaminopropyl)carbodiimide hydrochloride, stirred for 2 hours, and further stirred at room temperature for 16.5 hours. The reaction mixture was diluted with 7 ml of dichloromethane, successively washed with 6 ml of a 1% aqu...